This data is from the Open Reaction Database (ORD), a public repository of structured organic reaction records. The task is: describe an organic reaction: reactants, conditions, products, and yield The reactants are ClC1=C(C#N)C=CC(=C1)C1=C(C=NN1)Cl (2-chloro-4-(4-chloro-1H-pyrazol-5-yl)benzonitrile), OC[C@H](C)NC(OC(C)(C)C)=O ((S)-tert-butyl 1-hydroxypropan-2-ylcarbamate), C1(=CC=CC=C1)P(C1=CC=CC=C1)C1=CC=CC=C1 (triphenylphosphine), N(=NC(=O)OC(C)(C)C)C(=O)OC(C)(C)C (di-tert-butyl azodicarboxylate). Yields the product N[C@H](CN1N=C(C(=C1)Cl)C1=CC(=C(C#N)C=C1)Cl)C ((S)-4-(1-(2-aminopropyl)-4-chloro-1H-pyrazol-3-yl)-2-chlorobenzonitrile). Reaction SMILES: [Cl:1][C:2]1[CH:9]=[C:8]([C:10]2[NH:14][N:13]=[CH:12][C:11]=2[Cl:15])[CH:7]=[CH:6][C:3]=1[C:4]#[N:5].O[CH2:17][C@@H:18]([NH:20]C(=O)OC(C)(C)C)[CH3:19].C1(P(C2C=CC=CC=2)C2C=CC=CC=2)C=CC=CC=1.N(C(OC(C)(C)C)=O)=NC(OC(C)(C)C)=O>>[NH2:20][C@@H:18]([CH3:19])[CH2:17][N:13]1[CH:12]=[C:11]([Cl:15])[C:10]([C:8]2[CH:7]=[CH:6][C:3]([C:4]#[N:5])=[C:2]([Cl:1])[CH:9]=2)=[N:14]1. Reported procedure: The title compound was prepared from 2-chloro-4-(4-chloro-1H-pyrazol-5-yl)benzonitrile (0.690 g, 2.9 mmol), (S)-tert-butyl 1-hydroxypropan-2-ylcarbamate (0.508 g, 2.9), triphenylphosphine (1.14 g, 4.35 mmol) and di-tert-butyl azodicarboxylate (1 g, 4.35 mmol) using the method of Example 34(c). Yield 0.518 g. 1H NMR (400 MHz; CDCl3): δ 1.16 (d, 3H), 1.32 (bs, 2H), 3.47 (m, 1H), 3.88 (dd, 1H), 4.09 (dd, 1H), 7.56 (s, 1H), 7.69 (d, 1H), 7.99 (dd, 1H), 8.13 (d, 1H). The reactants are Fc1cc(CBr)ccn1, O=C([O-])[O-], CCOC(C)=O, COc1ccc(CON=C(c2cc(C)cc(C#N)c2)c2[nH]c(=O)[nH]c(=O)c2C(C)C)cc1, [I-], [K+], [K+], [Li+], CN(C)C=O. Product: COc1ccc(CON=C(c2cc(C)cc(C#N)c2)c2c(C(C)C)c(=O)[nH]c(=O)n2Cc2ccnc(F)c2)cc1. RXN SMILES: [Br:39][CH2:40][c:41]1[cH:42][c:43]([F:47])[n:44][cH:45][cH:46]1.[C:33](=[O:34])([O-:35])[O-:36].[CH3:55][CH2:56][O:57][C:58](=[O:59])[CH3:60].[CH:1]([CH3:2])([CH3:3])[c:4]1[c:5]([C:12]([c:13]2[cH:14][c:15]([C:16]#[N:17])[cH:18][c:19]([CH3:21])[cH:20]2)=[N:22][O:23][CH2:24][c:25]2[cH:26][cH:27][c:28]([O:31][CH3:32])[cH:29][cH:30]2)[nH:6][c:7](=[O:11])[nH:8][c:9]1=[O:10].[I-:48].[K+:37].[K+:38].[Li+:49].[O:50]=[CH:51][N:52]([CH3:53])[CH3:54]>>[CH:1]([CH3:2])([CH3:3])[c:4]1[c:5]([C:12]([c:13]2[cH:14][c:15]([C:16]#[N:17])[cH:18][c:19]([CH3:21])[cH:20]2)=[N:22][O:23][CH2:24][c:25]2[cH:26][cH:27][c:28]([O:31][CH3:32])[cH:29][cH:30]2)[n:6]([CH2:40][c:41]2[cH:42][c:43]([F:47])[n:44][cH:45][cH:46]2)[c:7](=[O:11])[nH:8][c:9]1=[O:10]. Starting materials: C(C)(=O)C1=CC=C(C=C1)B(O)O (4-acetylphenyl boronic acid), IC1=CC=C(C=C1)/C(=C/CO)/C ((E)-3-(4-iodophenyl)-but-2-en-1-ol). Yields the product OC/C=C(\C)/C1=CC=C(C=C1)C1=CC=C(C=C1)C(C)=O ((E)-1-[4′-(3-hydroxy-1-methyl-propenyl)-biphenyl-4-yl]-ethanone). As a reaction SMILES: [C:1]([C:4]1[CH:9]=[CH:8][C:7](B(O)O)=[CH:6][CH:5]=1)(=[O:3])[CH3:2].I[C:14]1[CH:19]=[CH:18][C:17](/[C:20](/[CH3:24])=[CH:21]/[CH2:22][OH:23])=[CH:16][CH:15]=1>>[OH:23][CH2:22]/[CH:21]=[C:20](/[C:17]1[CH:18]=[CH:19][C:14]([C:7]2[CH:8]=[CH:9][C:4]([C:1](=[O:3])[CH3:2])=[CH:5][CH:6]=2)=[CH:15][CH:16]=1)\[CH3:24]. Procedure: The pale yellow solid, (E)-1-[4′-(3-hydroxy-1-methyl-propenyl)-biphenyl-4-yl]-ethanone was prepared from 4-acetylphenyl boronic acid and (E)-3-(4-iodophenyl)-but-2-en-1-ol by a procedure analogous to that described in example 54a. Starting materials: Clc1cc(Cl)c2nc[nH]c2n1, [K+], [K+], [K+], [K+], [N-]=[N+]=[N-], O=c1ccn(C2OC(CO)C(O)C2O)c(=O)[nH]1, O=P([O-])([O-])[O-]. Yields the product OCC1OC(n2cnc3c(Cl)cc(Cl)nc32)C(O)C1O. Reaction SMILES: [Cl:1][c:2]1[cH:3][c:4]([Cl:11])[c:5]2[c:6]([n:7]1)[nH:8][cH:9][n:10]2.[K+:32].[K+:38].[K+:39].[K+:40].[N-:29]=[N+:30]=[N-:31].[OH:12][CH2:13][CH:14]1[O:15][CH:16]([n:21]2[c:22](=[O:23])[nH:24][c:25](=[O:26])[cH:27][cH:28]2)[CH:17]([OH:18])[CH:19]1[OH:20].[P:33]([O-:34])([O-:35])([O-:36])=[O:37]>>[Cl:1][c:2]1[cH:3][c:4]([Cl:11])[c:5]2[c:6]([n:7]1)[n:8]([CH:16]1[O:15][CH:14]([CH2:13][OH:12])[CH:19]([OH:20])[CH:17]1[OH:18])[cH:9][n:10]2. The reactants are CN1CCC(CC1)OC(C1=NC2=C(N1)C=CC=C2)C2=CC(=CC=C2)[N+](=O)[O-] (2-[(1-methylpiperidin-4-yloxy)(3-nitrophenyl)methyl]-1H-benzimidazole), [Sn](Cl)Cl (tin(II)dichloride), [OH-].[Na+] (sodium hydroxide). The solvent is C(C)O (ethanol). The product is N1C(=NC2=C1C=CC=C2)C(C=2C=C(C=CC2)N)OC2CCN(CC2)C (3-[(1H-benzimidazol-2-yl)(1-methylpiperidin-4-yloxy)methyl]phenylamine). As a reaction SMILES: [CH3:1][N:2]1[CH2:7][CH2:6][CH:5]([O:8][CH:9]([C:19]2[CH:24]=[CH:23][CH:22]=[C:21]([N+:25]([O-])=O)[CH:20]=2)[C:10]2[NH:14][C:13]3[CH:15]=[CH:16][CH:17]=[CH:18][C:12]=3[N:11]=2)[CH2:4][CH2:3]1.[Sn](Cl)Cl.[OH-].[Na+]>C(O)C>[NH:11]1[C:12]2[CH:18]=[CH:17][CH:16]=[CH:15][C:13]=2[N:14]=[C:10]1[CH:9]([O:8][CH:5]1[CH2:4][CH2:3][N:2]([CH3:1])[CH2:7][CH2:6]1)[C:19]1[CH:20]=[C:21]([NH2:25])[CH:22]=[CH:23][CH:24]=1 |f:2.3|. Procedure: To a solution of 2-[(1-methylpiperidin-4-yloxy)(3-nitrophenyl)methyl]-1H-benzimidazole (110 mg) in ethanol is added tin(II)dichloride (340 mg). The reaction mixture is refluxed for 2 hours. The solution is basified by adding a solution of 10N sodium hydroxide to pH 10. The aqueous phase is extracted with chloroform. The pooled organic extracts are dried over magnesium sulfate and concentrated under reduced pressure. The residue is purified by chromatography (gradient dichloromethane/methanol/amm... Starting materials: OC1=CC=C(C(=O)NCC=2C=NC=CC2)C=C1 (4-hydroxy-N-pyridin-3-ylmethyl-benzamide). The reagents and catalysts are [Pt]=O (platinum oxide). Run in C(C)(=O)O (acetic acid). Run at time 3 hour. The product is OC1=CC=C(C(=O)NCC2CNCCC2)C=C1 (4-Hydroxy-N-piperidin-3-ylmethyl-benzamide). As a reaction SMILES: [OH:1][C:2]1[CH:17]=[CH:16][C:5]([C:6]([NH:8][CH2:9][C:10]2[CH:11]=[N:12][CH:13]=[CH:14][CH:15]=2)=[O:7])=[CH:4][CH:3]=1>C(O)(=O)C.[Pt]=O>[OH:1][C:2]1[CH:3]=[CH:4][C:5]([C:6]([NH:8][CH2:9][CH:10]2[CH2:15][CH2:14][CH2:13][NH:12][CH2:11]2)=[O:7])=[CH:16][CH:17]=1. Reported procedure: To a solution of 4-hydroxy-N-pyridin-3-ylmethyl-benzamide (2.0 g, 0.0088 mol) in acetic acid (135 mL) was added platinum oxide (200 mg) and the mixture stirred under hydrogen for 3 h. The reaction was filtered and concentrated in vacuo to give an oil. The reactants are S1C(=CC=C1)C(C(=O)OC)C=1SC=CC1 (methyl dithiophenylacetate), S.[Na] (sodium hydrogen sulfide), BrCC(=O)O (bromoacetic acid). Run in CO (methanol). Run at time 8 hour. Product: S1C(=CC=C1)C(C(=O)OCC(=O)O)C=1SC=CC1 (carboxymethyl dithiophenylacetate). The yield is 94.5%. Reaction SMILES: [S:1]1[CH:5]=[CH:4][CH:3]=[C:2]1[CH:6]([C:11]1[S:12][CH:13]=[CH:14][CH:15]=1)[C:7]([O:9][CH3:10])=[O:8].S.[Na].BrC[C:20]([OH:22])=[O:21]>CO>[S:1]1[CH:5]=[CH:4][CH:3]=[C:2]1[CH:6]([C:11]1[S:12][CH:13]=[CH:14][CH:15]=1)[C:7]([O:9][CH2:10][C:20]([OH:22])=[O:21])=[O:8] |f:1.2,^1:16|. Procedure details: To a well stirred solution of methyl dithiophenylacetate (16.2 grams, 0.089 mole) in methanol (50 mL) was added anhydrous sodium hydrogen sulfide (5.6 grams, 0.10 mole). The mixture was stirred overnight at room temperature, and the solvent removed in vacuo. The solid salt thus obained was taken up in tetrahydrofuran (125 mL). To the solution was added bromoacetic acid (12.4 grams, 0.089 mole). The resulting mixture was stirred for 2 hours at room temperature, and the solvent removed in vacuo. T... The reactants are CCc1[nH]c2cc(F)ccc2c1C1CCN(C(=O)OC(C)(C)C)CC1, CNC1CCCCC1NC, Cc1ccccc1, CCOC(C)=O, I[Cu]I, Ic1ccccc1, [K+], [K+], [K+], O, O=P([O-])([O-])[O-]. Product: CCc1c(C2CCN(C(=O)OC(C)(C)C)CC2)c2ccc(F)cc2n1-c1ccccc1. RXN SMILES: [C:1]([CH3:2])([CH3:3])([CH3:4])[O:5][C:6](=[O:7])[N:8]1[CH2:9][CH2:10][CH:11]([c:14]2[c:15]([CH2:24][CH3:25])[nH:16][c:17]3[cH:18][c:19]([F:23])[cH:20][cH:21][c:22]23)[CH2:12][CH2:13]1.[CH3:41][NH:42][CH:43]1[CH2:44][CH2:45][CH2:46][CH2:47][CH:48]1[NH:49][CH3:50].[CH3:51][c:52]1[cH:53][cH:54][cH:55][cH:56][cH:57]1.[CH3:61][CH2:62][O:63][C:64](=[O:65])[CH3:66].[Cu:58]([I:59])[I:60].[I:34][c:35]1[cH:36][cH:37][cH:38][cH:39][cH:40]1.[K+:31].[K+:32].[K+:33].[OH2:67].[P:26]([O-:27])([O-:28])([O-:29])=[O:30]>>[C:1]([CH3:2])([CH3:3])([CH3:4])[O:5][C:6](=[O:7])[N:8]1[CH2:9][CH2:10][CH:11]([c:14]2[c:15]([CH2:24][CH3:25])[n:16](-[c:35]3[cH:36][cH:37][cH:38][cH:39][cH:40]3)[c:17]3[cH:18][c:19]([F:23])[cH:20][cH:21][c:22]23)[CH2:12][CH2:13]1.